From a dataset of the Open Reaction Database (ORD), a public repository of structured organic reaction records. describe an organic reaction: reactants, conditions, products, and yield Reactants: COC1(CCCCC1)O (methoxycyclohexanol), S(O)(O)(=O)=O (sulfuric acid), C([O-])([O-])=O.[Na+].[Na+] (sodium carbonate), S(=O)(O)[O-].[Na+] (sodium hydrogensulfite), potassium iodide starch, S(O)(O)(=O)=O (sulfuric acid). Product: CO[C@@H]1C(CCCC1)=O ((S)-2-methoxycyclohexanone). Reaction SMILES: [CH3:1][O:2][C:3]1(O)[CH2:8][CH2:7][CH2:6][CH2:5][CH2:4]1.S([O-])(O)=[O:11].[Na+].S(=O)(=O)(O)O.C(=O)([O-])[O-].[Na+].[Na+]>>[CH3:1][O:2][C@H:3]1[CH2:8][CH2:7][CH2:6][CH2:5][C:4]1=[O:11] |f:1.2,4.5.6|. Procedure details: Reaction was carried out in the same manner as in Example 16. After the peak due to (S)-2)-methoxycyclohexanol had disappeared, the reaction solution was given 2 g of sodium hydrogensulfite with stirring so that the reaction solution did not change potassium iodide starch paper into purple any longer. The reaction solution was adjusted to pH 2 or below with 10% sulfuric acid, followed by stirring at 20-25° C. for 1 hour. The reaction solution was adjusted to pH 7.5-8 with an aqueous solution of ...